From a dataset of the Open Reaction Database (ORD), a public repository of structured organic reaction records. describe an organic reaction: reactants, conditions, products, and yield Starting materials: CN(CC1(O)CCN(CCc2ccc(C#N)cc2)CC1)c1ccc(C(=O)NOC2CCCCO2)cc1, CO, Cl. Yields the product CN(CC1(O)CCN(CCc2ccc(C#N)cc2)CC1)c1ccc(C(=O)NO)cc1, Cl. RXN SMILES: [C:1](#[N:2])[c:3]1[cH:4][cH:5][c:6]([CH2:9][CH2:10][N:11]2[CH2:12][CH2:13][C:14]([OH:17])([CH2:18][N:19]([c:20]3[cH:21][cH:22][c:23]([C:24](=[O:25])[NH:26][O:27][CH:28]4[CH2:29][CH2:30][CH2:31][CH2:32][O:33]4)[cH:34][cH:35]3)[CH3:36])[CH2:15][CH2:16]2)[cH:7][cH:8]1.[CH3:38][OH:39].[ClH:37]>>[C:1](#[N:2])[c:3]1[cH:4][cH:5][c:6]([CH2:9][CH2:10][N:11]2[CH2:12][CH2:13][C:14]([OH:17])([CH2:18][N:19]([c:20]3[cH:21][cH:22][c:23]([C:24](=[O:25])[NH:26][OH:27])[cH:34][cH:35]3)[CH3:36])[CH2:15][CH2:16]2)[cH:7][cH:8]1.[ClH:37]. The product is C(C)OC1=CC2=C(C=3C=CC(OC3C(=C2F)F)C2CCC(CC2)CCC)C=C1 (8-ethoxy-5,6-difluoro-3-(4-propylcyclohexyl)-3H-benzo[f]chromene). Procedure details: 7.75 g (about 18.6 mmol) of 7-ethoxy-1,2-difluoro-3-[1-(4-propylcyclohexyl)prop-2-ynyloxy]naphthalene are heated at 205° C. for 4.5 h in 80 ml of N,N-diethylaniline. The batch is diluted with MTBE and washed a number of times with hydrochloric acid. The organic phase is dried using sodium sulfate and evaporated to dryness. The residue is purified by column chromatography (SiO2, n-heptane:MTBE=4:1). The further purification is carried out by recrystallisation from n-heptane, giving 8-ethoxy-5,6-d... Reactants: C(C)OC1=CC=C2C=C(C(=C(C2=C1)F)F)OC(C#C)C1CCC(CC1)CCC (7-ethoxy-1,2-difluoro-3-[1-(4-propylcyclohexyl)prop-2-ynyloxy]naphthalene). Solvent: C(C)N(C1=CC=CC=C1)CC (N,N-diethylaniline), CC(C)(C)OC (MTBE). As a reaction SMILES: [CH2:1]([O:3][C:4]1[CH:13]=[C:12]2[C:7]([CH:8]=[C:9]([O:16][CH:17]([CH:20]3[CH2:25][CH2:24][CH:23]([CH2:26][CH2:27][CH3:28])[CH2:22][CH2:21]3)[C:18]#[CH:19])[C:10]([F:15])=[C:11]2[F:14])=[CH:6][CH:5]=1)[CH3:2]>C(N(CC)C1C=CC=CC=1)C.CC(OC)(C)C>[CH2:1]([O:3][C:4]1[CH:5]=[CH:6][C:7]2[C:8]3[CH:19]=[CH:18][CH:17]([CH:20]4[CH2:25][CH2:24][CH:23]([CH2:26][CH2:27][CH3:28])[CH2:22][CH2:21]4)[O:16][C:9]=3[C:10]([F:15])=[C:11]([F:14])[C:12]=2[CH:13]=1)[CH3:2].